The task is: describe an organic reaction: reactants, conditions, products, and yield. This data is from the Open Reaction Database (ORD), a public repository of structured organic reaction records. The reactants are O.N1C(=O)NC(=O)NC1=O (iso cyanuric acid hydrate), C([O-])([O-])=O.[Na+].[Na+] (sodium carbonate), C(O)([O-])=O.[Na+] (sodium hydrogencarbonate), C(=O)=O (CO2). Run in O (water), O (water), O (water), O (water), O (water). Product: N1C(=O)NC(=O)NC1=O (iso cyanuric acid), C([O-])([O-])=O.[Na+].[Na+] (sodium carbonate), C(O)([O-])=O.[Na+] (sodium hydrogencarbonate). Reaction SMILES: [C:1](=[O:4])([O-:3])[O-:2].[Na+:5].[Na+].[C:7](=[O:10])([O-:9])[OH:8].[Na+].O.[NH:13]1[C:20](=[O:21])[NH:19][C:17](=[O:18])[NH:16][C:14]1=[O:15].C(=O)=O>O>[NH:13]1[C:20](=[O:21])[NH:19][C:17](=[O:18])[NH:16][C:14]1=[O:15].[C:1](=[O:2])([O-:4])[O-:3].[Na+:5].[Na+:5].[C:7](=[O:8])([O-:10])[OH:9].[Na+:5] |f:0.1.2,3.4,5.6,10.11.12,13.14|. Procedure: In the process according to the invention, iso cyanuric acid is charged as a hydrate into a reaction vessel, or iso cyanuric acid is reacted with water present in a reaction system to produce the hydrate. Thus, the material can be mixed with sodium carbonate or sodium hydrogencarbonate very uniformly. The reaction system is then heated to a temperature above approximately 58° C., at which a transition of the iso cyanuric acid hydrate takes place. As a result, free water is produced. Alkali is di... Run at temperature 0 celsius, time 20 hour. Product: C(C)(C)(C)OC(=O)N1C(=CC=2C1=NC=C(C2)OC2CCN(CC2)C2CC2)C(=O)N2CCOCC2 (5-(1-Cyclopropyl-piperidin-4-yloxy)-2-(morpholine-4-carbonyl)-pyrrolo[2,3-b]pyridine-1-carboxylic Acid tert-butyl Ester). Yield: 79.1%. The solvent is O1CCCC1 (tetrahydrofuran). Reaction SMILES: [CH:1]1([N:4]2[CH2:9][CH2:8][CH:7]([OH:10])[CH2:6][CH2:5]2)[CH2:3][CH2:2]1.[C:11]([O:15][C:16]([N:18]1[C:22]2=[N:23][CH:24]=[C:25](O)[CH:26]=[C:21]2[CH:20]=[C:19]1[C:28]([N:30]1[CH2:35][CH2:34][O:33][CH2:32][CH2:31]1)=[O:29])=[O:17])([CH3:14])([CH3:13])[CH3:12].C1(P(C2C=CC=CC=2)C2C=CC=CC=2)C=CC=CC=1.N(C(OC(C)C)=O)=NC(OC(C)C)=O>O1CCCC1>[C:11]([O:15][C:16]([N:18]1[C:22]2=[N:23][CH:24]=[C:25]([O:10][CH:7]3[CH2:8][CH2:9][N:4]([CH:1]4[CH2:3][CH2:2]4)[CH2:5][CH2:6]3)[CH:26]=[C:21]2[CH:20]=[C:19]1[C:28]([N:30]1[CH2:35][CH2:34][O:33][CH2:32][CH2:31]1)=[O:29])=[O:17])([CH3:14])([CH3:12])[CH3:13]. Reactants: C1(CC1)N1CCC(CC1)O (N-cyclopropyl-4-piperidinol), C(C)(C)(C)OC(=O)N1C(=CC=2C1=NC=C(C2)O)C(=O)N2CCOCC2 (5-hydroxy-2-(morpholine-4-carbonyl)-pyrrolo[2,3-b]pyridine-1-carboxylic acid tert-butyl ester), C1(=CC=CC=C1)P(C1=CC=CC=C1)C1=CC=CC=C1 (triphenylphosphine), N(=NC(=O)OC(C)C)C(=O)OC(C)C (diisopropyl azodicarboxylate). Procedure details: To the solution of 73 mg (0.5 mmol) N-cyclopropyl-4-piperidinol in 2 ml tetrahydrofuran, 0.15 g (0.43 mmol) 5-hydroxy-2-(morpholine-4-carbonyl)-pyrrolo[2,3-b]pyridine-1-carboxylic acid tert-butyl ester and 0.14 g (0.52 mmol) triphenylphosphine were added and the suspension cooled to 0° C. Then, 0.12 g (0.52 mmol) diisopropyl azodicarboxylate was added and the resulting solution stirred for 20 hours at room temperature. The solvent was evaporated and the residue flash-chromatographed on silica ge... Reactants: CCN1C(=O)C(C)(C)c2cc3[nH]c(-c4n[nH]cc4N)nc3cc21, CCC(C(=O)Cl)c1ccccc1. Yields the product CCC(C(=O)Nc1c[nH]nc1-c1nc2cc3c(cc2[nH]1)C(C)(C)C(=O)N3CC)c1ccccc1. RXN SMILES: [NH2:1][c:2]1[c:3](-[c:7]2[n:8][c:9]3[c:10]([cH:11][c:12]4[c:16]([cH:17]3)[N:15]([CH2:18][CH3:19])[C:14](=[O:20])[C:13]4([CH3:21])[CH3:22])[nH:23]2)[n:4][nH:5][cH:6]1.[c:24]1([CH:30]([C:31](=[O:32])[Cl:33])[CH2:34][CH3:35])[cH:25][cH:26][cH:27][cH:28][cH:29]1>>[NH:1]([c:2]1[c:3](-[c:7]2[n:8][c:9]3[c:10]([cH:11][c:12]4[c:16]([cH:17]3)[N:15]([CH2:18][CH3:19])[C:14](=[O:20])[C:13]4([CH3:21])[CH3:22])[nH:23]2)[n:4][nH:5][cH:6]1)[C:31]([CH:30]([c:24]1[cH:25][cH:26][cH:27][cH:28][cH:29]1)[CH2:34][CH3:35])=[O:32]. The reactants are [BH3-]C#N, O=Cc1cn(Cc2ccccc2)c2ccccc12, C[O-], COc1cc(NCCCN)nc2ccccc12, CO, CC(=O)O, Cl, Cl, [Na+], [Na+]. Product: COc1cc(NCCCNCc2cn(Cc3ccccc3)c3ccccc23)nc2ccccc12. RXN SMILES: [C:41]([BH3-:42])#[N:43].[CH2:23]([c:24]1[cH:25][cH:26][cH:27][cH:28][cH:29]1)[n:30]1[cH:31][c:32]([CH:39]=[O:40])[c:33]2[cH:34][cH:35][cH:36][cH:37][c:38]12.[CH3:20][O-:21].[CH3:3][O:4][c:5]1[cH:6][c:7]([NH:15][CH2:16][CH2:17][CH2:18][NH2:19])[n:8][c:9]2[cH:10][cH:11][cH:12][cH:13][c:14]12.[CH3:45][OH:46].[CH3:47][C:48](=[O:49])[OH:50].[ClH:1].[ClH:2].[Na+:22].[Na+:44]>>[CH3:3][O:4][c:5]1[cH:6][c:7]([NH:15][CH2:16][CH2:17][CH2:18][NH:19][CH2:39][c:32]2[cH:31][n:30]([CH2:23][c:24]3[cH:25][cH:26][cH:27][cH:28][cH:29]3)[c:38]3[c:33]2[cH:34][cH:35][cH:36][cH:37]3)[n:8][c:9]2[cH:10][cH:11][cH:12][cH:13][c:14]12.